From a dataset of the Open Reaction Database (ORD), a public repository of structured organic reaction records. describe an organic reaction: reactants, conditions, products, and yield The reactants are OCCO, COC(=O)Nc1nc2c(OC)ccc(-c3ccnc(C)c3)c2s1, Cl, [K+], [OH-], O. Product: COc1ccc(-c2ccnc(C)c2)c2sc(N)nc12. Reaction SMILES: [CH2:27]([OH:28])[CH2:29][OH:30].[CH3:1][O:2][C:3]([NH:4][c:5]1[s:6][c:7]2[c:8]([n:9]1)[c:10]([O:21][CH3:22])[cH:11][cH:12][c:13]2-[c:14]1[cH:15][c:16]([CH3:20])[n:17][cH:18][cH:19]1)=[O:23].[ClH:26].[K+:25].[OH-:24].[OH2:31]>>[NH2:4][c:5]1[s:6][c:7]2[c:8]([n:9]1)[c:10]([O:21][CH3:22])[cH:11][cH:12][c:13]2-[c:14]1[cH:15][c:16]([CH3:20])[n:17][cH:18][cH:19]1. The reactants are [Mg] (magnesium), Grignard reagent, N1(CCCCC1)NC(C(OCC)OCC)=O (diethoxyacetic acid piperidinyl amide), CC1=C(C(=CC=C1)C)CCBr (2-(2',6'-dimethylphenyl)-1-bromoethane), [Mg] (magnesium), S(O)(O)(=O)=O (sulfuric acid). Run in O1CCCC1 (tetrahydrofuran), O1CCCC1 (tetrahydrofuran). Reaction conditions: time 2 hour. Yields the product C(C)OC(C=O)(CCC1=C(C=CC=C1C)C)OCC (2-(2',6'-dimethylphenyl)ethylglyoxal diethyl acetal). Reaction SMILES: [Mg].[CH3:2][C:3]1[CH:8]=[CH:7][CH:6]=[C:5]([CH3:9])[C:4]=1[CH2:10][CH2:11]Br.N1(N[C:20](=[O:28])[CH:21]([O:25][CH2:26][CH3:27])[O:22][CH2:23][CH3:24])CCCCC1.S(=O)(=O)(O)O>O1CCCC1>[CH2:23]([O:22][C:21]([O:25][CH2:26][CH3:27])([CH2:11][CH2:10][C:4]1[C:3]([CH3:2])=[CH:8][CH:7]=[CH:6][C:5]=1[CH3:9])[CH:20]=[O:28])[CH3:24]. Reported procedure: 9 g of magnesium turnings are covered with 400 ml of dry tetrahydrofuran and the mixture is warmed to boiling. To that mixture is then added 2-(2',6'-dimethylphenyl)-1-bromoethane at such a rate that a gentle boiling is maintained. When the magnesium turnings have reacted the solution containing the Grignard reagent is cooled to room temperature. The reaction mixture is then added dropwise, over a period of 3 hours, to a cooled (0°-5° C.) solution of diethoxyacetic acid piperidinyl amide (80.8 g... Yields the product C(C)OC(\C=C(/CBr)\OC1=CC(=CC=C1)OC(F)(F)F)=O ((E)-4-bromo-3-(3-trifluoromethoxy-phenoxy)-but-2-enoic acid ethyl ester). Reported procedure: To a stirred mixture of (E)-3-(3-trifluoromethoxy-phenoxy)-but-2-enoic acid ethyl ester (9.87 g, 0.034 mol) in carbon tetrachloride (60 mL) under a nitrogen atmosphere was added N-bromosuccinimide (9.08 g, 0.051 mol) and benzoyl peroxide in water (75%, 1.09 g, 0.003 mol). Nitrogen gas was bubbled through the mixture for 5 min, and the resulting mixture was heated to reflux for 4 h. The reaction mixture was then placed in the refrigerator overnight. The solids formed were removed by filtration an... Solvent: C(Cl)(Cl)(Cl)Cl (carbon tetrachloride). The reactants are BrN1C(CCC1=O)=O (N-bromosuccinimide), C(C1=CC=CC=C1)(=O)OOC(C1=CC=CC=C1)=O (benzoyl peroxide), O (water), C(C)OC(\C=C(/C)\OC1=CC(=CC=C1)OC(F)(F)F)=O ((E)-3-(3-trifluoromethoxy-phenoxy)-but-2-enoic acid ethyl ester). RXN SMILES: [CH2:1]([O:3][C:4](=[O:20])/[CH:5]=[C:6](/[O:8][C:9]1[CH:14]=[CH:13][CH:12]=[C:11]([O:15][C:16]([F:19])([F:18])[F:17])[CH:10]=1)\[CH3:7])[CH3:2].[Br:21]N1C(=O)CCC1=O.C(OOC(=O)C1C=CC=CC=1)(=O)C1C=CC=CC=1.O>C(Cl)(Cl)(Cl)Cl>[CH2:1]([O:3][C:4](=[O:20])/[CH:5]=[C:6](/[O:8][C:9]1[CH:14]=[CH:13][CH:12]=[C:11]([O:15][C:16]([F:18])([F:19])[F:17])[CH:10]=1)\[CH2:7][Br:21])[CH3:2]. The yield is 29.5%. Reactants: CNC1C2CCC1CN(CCCNc1ccc(C#N)cc1)C2, CCOC(=O)Cl, ClC(Cl)Cl, [K+], [K+], O=C([O-])[O-], CN(C)C=O. The product is CCOC(=O)N(C)C1C2CCC1CN(CCCNc1ccc(C#N)cc1)C2. As a reaction SMILES: [CH3:1][NH:2][CH:3]1[CH:4]2[CH2:5][N:6]([CH2:11][CH2:12][CH2:13][NH:14][c:15]3[cH:16][cH:17][c:18]([C:19]#[N:20])[cH:21][cH:22]3)[CH2:7][CH:8]1[CH2:9][CH2:10]2.[Cl:23][C:24](=[O:25])[O:26][CH2:27][CH3:28].[Cl:40][CH:41]([Cl:42])[Cl:43].[K+:29].[K+:30].[O-:31][C:32]([O-:33])=[O:34].[O:35]=[CH:36][N:37]([CH3:38])[CH3:39]>>[CH3:1][N:2]([CH:3]1[CH:4]2[CH2:5][N:6]([CH2:11][CH2:12][CH2:13][NH:14][c:15]3[cH:16][cH:17][c:18]([C:19]#[N:20])[cH:21][cH:22]3)[CH2:7][CH:8]1[CH2:9][CH2:10]2)[C:24](=[O:25])[O:26][CH2:27][CH3:28]. Starting materials: [Cl-].C1(=CC=CC=C1)[N+]#N (phenyldiazonium chloride), C(C1=CC=CC=C1)NC(CC(C)=O)=O (N-benzyl-3-oxobutyramide), [OH-].[Na+] (NaOH), ice. Run in O (water). Yields the product C(C1=CC=CC=C1)NC(C(C(C)=O)=NNC1=CC=CC=C1)=O (N-Benzyl-2-phenylhydrazono-3-oxobutyramide). As a reaction SMILES: [CH2:1]([NH:8][C:9](=[O:14])[CH2:10][C:11](=[O:13])[CH3:12])[C:2]1[CH:7]=[CH:6][CH:5]=[CH:4][CH:3]=1.[OH-].[Na+].[Cl-].[C:18]1([N+:24]#[N:25])[CH:23]=[CH:22][CH:21]=[CH:20][CH:19]=1>O>[CH2:1]([NH:8][C:9](=[O:14])[C:10](=[N:25][NH:24][C:18]1[CH:23]=[CH:22][CH:21]=[CH:20][CH:19]=1)[C:11](=[O:13])[CH3:12])[C:2]1[CH:7]=[CH:6][CH:5]=[CH:4][CH:3]=1 |f:1.2,3.4|. Procedure: 7.27 g (0.038) of N-benzyl-3-oxobutyramide were dissolved in a solution of 5.32 g (0.133 mol) of NaOH in 58 ml of water. To the ice-cooled stirred solution, 0.040 mol of phenyldiazonium chloride were added dropwise at such a rate as to keep the temperature at 0° C. The precipitated solid was filtered and recrystallised from MeOH yielding 9 g of the title compound. M.p.=101°-103° C. The reactants are ClC1=NC(=NC(=N1)N1CCOCC1)N1C(=NC2=C1C=CC=C2OC)C(F)F (1-[4-chloro-6-(4-morpholinyl)-1,3,5-triazin-2-yl]-2-(difluoromethyl)-4-methoxy-1H-benzimidazole), N[C@@H]1CC[C@H](CC1)NC(OC(C)(C)C)=O (tert-butyl trans-4-aminocyclohexylcarbamate). Product: FC(C1=NC2=C(N1C1=NC(=NC(=N1)N1CCOCC1)N[C@@H]1CC[C@H](CC1)NC(OC(C)(C)C)=O)C=CC=C2OC)F (tert-butyl trans-4-{[4-[2-(difluoromethyl)-4-methoxy-1H-benzimidazol-1-yl]-6-(4-morpholinyl)-1,3,5-triazin-2-yl]amino}cyclohexylcarbamate). Yield: 88.0%. Reaction SMILES: Cl[C:2]1[N:7]=[C:6]([N:8]2[CH2:13][CH2:12][O:11][CH2:10][CH2:9]2)[N:5]=[C:4]([N:14]2[C:18]3[CH:19]=[CH:20][CH:21]=[C:22]([O:23][CH3:24])[C:17]=3[N:16]=[C:15]2[CH:25]([F:27])[F:26])[N:3]=1.[NH2:28][C@H:29]1[CH2:34][CH2:33][C@H:32]([NH:35][C:36](=[O:42])[O:37][C:38]([CH3:41])([CH3:40])[CH3:39])[CH2:31][CH2:30]1>>[F:26][CH:25]([F:27])[C:15]1[N:14]([C:4]2[N:5]=[C:6]([N:8]3[CH2:13][CH2:12][O:11][CH2:10][CH2:9]3)[N:7]=[C:2]([NH:28][C@H:29]3[CH2:34][CH2:33][C@H:32]([NH:35][C:36](=[O:42])[O:37][C:38]([CH3:40])([CH3:39])[CH3:41])[CH2:31][CH2:30]3)[N:3]=2)[C:18]2[CH:19]=[CH:20][CH:21]=[C:22]([O:23][CH3:24])[C:17]=2[N:16]=1. Procedure details: Reaction of 1-[4-chloro-6-(4-morpholinyl)-1,3,5-triazin-2-yl]-2-(difluoromethyl)-4-methoxy-1H-benzimidazole (Example 2) with tert-butyl trans-4-aminocyclohexylcarbamate as in previous examples gave tert-butyl trans-4-{[4-[2-(difluoromethyl)-4-methoxy-1H-benzimidazol-1-yl]-6-(4-morpholinyl)-1,3,5-triazin-2-yl]amino}cyclohexylcarbamate in 88% yield: mp (CH2Cl2/hexanes) 218-221° C.; 1H NMR (DMSO-d6) δ 8.10 and 7.97 (2d, J=8.3, 8.1 Hz, 1H), 7.87 and 7.72 (2t, JHF=53.1, 53.0 Hz, 1H) 7.83 and 7.77 (2d... Starting materials: CCOC(=O)CC(NC(=O)CCC(=O)Nc1ccc(C=NN)cc1)C1CC1, O=P([O-])([O-])[O-]. Yields the product NN=Cc1ccc(NC(=O)CCC(=O)NC(CC(=O)O)C2CC2)cc1. As a reaction SMILES: [NH2:1][N:2]=[CH:3][c:4]1[cH:5][cH:6][c:7]([NH:10][C:11]([CH2:12][CH2:13][C:14](=[O:15])[NH:16][CH:17]([CH2:18][C:19](=[O:20])[O:21][CH2:22][CH3:23])[CH:24]2[CH2:25][CH2:26]2)=[O:27])[cH:8][cH:9]1.[O-:28][P:29](=[O:30])([O-:31])[O-:32]>>[NH2:1][N:2]=[CH:3][c:4]1[cH:5][cH:6][c:7]([NH:10][C:11]([CH2:12][CH2:13][C:14](=[O:15])[NH:16][CH:17]([CH2:18][C:19](=[O:20])[OH:21])[CH:24]2[CH2:25][CH2:26]2)=[O:27])[cH:8][cH:9]1. Reactants: CC(C)COC(=O)Cl, CCN1C(=O)C(C)(C)c2cc3[nH]c(-c4n[nH]cc4N)nc3cc21. Product: CCN1C(=O)C(C)(C)c2cc3[nH]c(-c4n[nH]cc4NC(=O)OCC(C)C)nc3cc21. As a reaction SMILES: [Cl:24][C:25](=[O:26])[O:27][CH2:28][CH:29]([CH3:30])[CH3:31].[NH2:1][c:2]1[c:3](-[c:7]2[n:8][c:9]3[c:10]([cH:11][c:12]4[c:16]([cH:17]3)[N:15]([CH2:18][CH3:19])[C:14](=[O:20])[C:13]4([CH3:21])[CH3:22])[nH:23]2)[n:4][nH:5][cH:6]1>>[NH:1]([c:2]1[c:3](-[c:7]2[n:8][c:9]3[c:10]([cH:11][c:12]4[c:16]([cH:17]3)[N:15]([CH2:18][CH3:19])[C:14](=[O:20])[C:13]4([CH3:21])[CH3:22])[nH:23]2)[n:4][nH:5][cH:6]1)[C:25](=[O:26])[O:27][CH2:28][CH:29]([CH3:30])[CH3:31]. The reactants are C(C1=CC=CC=C1)N (benzylamine), FC=1C=C(CN)C=CC1F (3,4-difluorobenzylamine), FC1=CC=C(CN2C(N(CC2)C=2C=C(C(=O)OC)C=CN2)=O)C=C1 (methyl 2-(3-(4-fluorobenzyl)-2-oxoimidazolidin-1-yl)isonicotinate). Product: FC=1C=C(CNC(C2=CC(=NC=C2)N2C(N(CC2)CC2=CC=C(C=C2)F)=O)=O)C=CC1F (N-(3,4-difluorobenzyl)-2-(3-(4-fluorobenzyl)-2-oxoimidazolidin-1-yl)isonicotinamide). The yield is 34.0%. Reaction SMILES: C(N)C1C=CC=CC=1.[F:9][C:10]1[CH:11]=[C:12]([CH:15]=[CH:16][C:17]=1[F:18])[CH2:13][NH2:14].[F:19][C:20]1[CH:42]=[CH:41][C:23]([CH2:24][N:25]2[CH2:29][CH2:28][N:27]([C:30]3[CH:31]=[C:32]([CH:37]=[CH:38][N:39]=3)[C:33](OC)=[O:34])[C:26]2=[O:40])=[CH:22][CH:21]=1>>[F:9][C:10]1[CH:11]=[C:12]([CH:15]=[CH:16][C:17]=1[F:18])[CH2:13][NH:14][C:33](=[O:34])[C:32]1[CH:37]=[CH:38][N:39]=[C:30]([N:27]2[CH2:28][CH2:29][N:25]([CH2:24][C:23]3[CH:22]=[CH:21][C:20]([F:19])=[CH:42][CH:41]=3)[C:26]2=[O:40])[CH:31]=1. Reported procedure: Following the procedure as described in Example 15, making variations as required to replace benzylamine with 3,4-difluorobenzylamine to react with methyl 2-(3-(4-fluorobenzyl)-2-oxoimidazolidin-1-yl)isonicotinate, N-(3,4-difluorobenzyl)-2-(3-(4-fluorobenzyl)-2-oxoimidazolidin-1-yl)isonicotinamide was obtained as a colorless solid in 34% yield: mp 182-183° C.; 1H NMR (300 MHz, CDCl3) δ 8.57 (s, 1H), 8.37 (d, J=5.1 Hz, 1H), 7.24-6.99 (m, 9H), 4.55 (d, J=5.7 Hz, 2H), 4.42 (s, 2H), 4.04 (t, J=8.1 H...